This data is from the Open Reaction Database (ORD), a public repository of structured organic reaction records. The task is: describe an organic reaction: reactants, conditions, products, and yield The reactants are COc1ccc(CCl)cc1OC, Cc1ccccc1. Product: COc1ccccc1OC. RXN SMILES: [CH2:1]([c:2]1[cH:3][c:4]([O:5][CH3:6])[c:7]([O:8][CH3:9])[cH:10][cH:11]1)[Cl:12].[CH3:13][c:14]1[cH:15][cH:16][cH:17][cH:18][cH:19]1>>[cH:2]1[cH:3][c:4]([O:5][CH3:6])[c:7]([O:8][CH3:9])[cH:10][cH:11]1. Run in O (water). Yields the product C(=O)(O)C1=C(C=C2C(NC(S2)=S)=O)C(=CC=C1)OC (5-(2-carboxy-6-methoxybenzylidene)rhodanine). RXN SMILES: [CH3:1][O:2][C:3]1[CH:11]=[CH:10][CH:9]=[C:5]([C:6]([OH:8])=[O:7])[C:4]=1[CH:12]=O.[S:14]1[CH2:20][C:18](=[O:19])[NH:17][C:15]1=[S:16].C(O)(=O)C.C([O-])(=O)C.[Na+]>O>[C:6]([C:5]1[CH:9]=[CH:10][CH:11]=[C:3]([O:2][CH3:1])[C:4]=1[CH:12]=[C:20]1[S:14][C:15](=[S:16])[NH:17][C:18]1=[O:19])([OH:8])=[O:7] |f:3.4|. Starting materials: COC1=C(C(C(=O)O)=CC=C1)C=O (3-methoxyphthalaldehydic acid), C(C)(=O)[O-].[Na+] (sodium acetate), S1C(=S)NC(=O)C1 (rhodanine), C(C)(=O)O (acetic acid). Procedure details: To a stirred hot solution of 0.45 g. (2.50 mM) of 3-methoxyphthalaldehydic acid and 0.34 g. (2.50 mM) rhodanine in 3 ml. of acetic acid is added 0.68 g. (8.2 mM) of anhydrous sodium acetate. The resulting solution is refluxed 1.5 hours, cooled, and poured into 40 ml. of water to give a yellow gum which slowly solidifies to a yellow solid. The solid is collected, washed with water, and air-dried to give 5-(2-carboxy-6-methoxybenzylidene)rhodanine. Reactants: CN1C(=NCC1)C(C#N)=NO (α-[1-methyl-imidazolin-2-yl]-α-oximino-acetonitrile), CN=C=O (methyl isocyanate). Reagents/catalysts: C(C)N(CC)CC (triethylamine). The solvent is C(C)(=O)OCC (ethyl acetate). Product: CN1C(=NCC1)C(C#N)=NOC(=O)NC (α-[1-Methyl-imidazolin-2-yl]-α-(O-methylaminocarbonyl-oximino)-acetonitrile). RXN SMILES: [CH3:1][N:2]1[CH2:6][CH2:5][N:4]=[C:3]1[C:7](=[N:10][OH:11])[C:8]#[N:9].[CH3:12][N:13]=[C:14]=[O:15]>C(OCC)(=O)C.C(N(CC)CC)C>[CH3:1][N:2]1[CH2:6][CH2:5][N:4]=[C:3]1[C:7](=[N:10][O:11][C:14]([NH:13][CH3:12])=[O:15])[C:8]#[N:9]. Procedure: 15.2 g (0.1 mol) of α-[1-methyl-imidazolin-2-yl]-α-oximino-acetonitrile and 6.4 g (0.11 mol) of methyl isocyanate are stirred in 200 ml of ethyl acetate with a few drops of triethylamine for 16 hours. 16 g (76.5% of theory) of end product are filtered off and this is washed with a little ethyl acetate; melting point 186°-190° C. (decomposition). The reactants are C(C)OC(=O)N1CCC2=C(C=3C(C(CC3C=C2)(F)F)(C=2C=NC=CC2)O)CC1 (2,2-Difluoro-1-hydroxy-1-pyridin-3-yl-1,3,6,7,9,10-hexahydro-2H-8-aza-cyclohepta[e]indene-8-carboxylic acid ethyl ester), S(=O)(Br)Br (thionyl bromide), N1=CC=CC=C1 (pyridine). The solvent is ClCCCl (DCE). Conditions: temperature 70 celsius. The product is C(C)OC(=O)N1CCC2=C(C=3C(C(CC3C=C2)(F)F)(C=2C=NC=CC2)Br)CC1 (1-Bromo-2,2-difluoro-1-pyridin-3-yl-1,3,6,7,9,10-hexahydro-2H-8-aza-cyclohepta[e]indene-8-carboxylic acid ethyl ester). RXN SMILES: [CH2:1]([O:3][C:4]([N:6]1[CH2:28][CH2:27][C:10]2[C:11]3[C:12](O)([C:20]4[CH:21]=[N:22][CH:23]=[CH:24][CH:25]=4)[C:13]([F:19])([F:18])[CH2:14][C:15]=3[CH:16]=[CH:17][C:9]=2[CH2:8][CH2:7]1)=[O:5])[CH3:2].S(Br)([Br:31])=O.N1C=CC=CC=1>ClCCCl>[CH2:1]([O:3][C:4]([N:6]1[CH2:28][CH2:27][C:10]2[C:11]3[C:12]([Br:31])([C:20]4[CH:21]=[N:22][CH:23]=[CH:24][CH:25]=4)[C:13]([F:19])([F:18])[CH2:14][C:15]=3[CH:16]=[CH:17][C:9]=2[CH2:8][CH2:7]1)=[O:5])[CH3:2]. Procedure: Into a 500 ml flask containing the product from step (a) (5.9 g, 15.20 mmol) in DCE (50 ml), thionyl bromide (5.89 ml, 76.03 mmol) was added, followed by pyridine (123 μL, 1.52 mmol). The stirred reaction mixture was heated to 70° C. for 30 minutes. The reaction mixture was then allowed to cool to room temperature and was carefully poured over ice-cold saturated aqueous Na2CO3 and extracted with DCM (3×). The combined DCM extracts were washed with brine, dried over Na2SO4, and solvent evaporated... Starting materials: N (Ammonia), BrC1(C(C1(C)C)CCC(C#C)(O)C)Br (5-(2',2'-dibromo-3',3'-dimethylcyclopropyl)-3-methyl-1-pentyn-3-ol), [Na] (Sodium). Solvent: C(C)OCC (diethyl ether). Conditions: time 4 hour. The product is CC1(C(C1)CCC(C#C)(O)C)C (5-(2',2'-dimethylcyclopropyl)-3-methyl-1-pentyn-3-ol). Isolated yield 48.8%. RXN SMILES: N.Br[C:3]1(Br)[C:5]([CH3:7])([CH3:6])[CH:4]1[CH2:8][CH2:9][C:10]([CH3:14])([OH:13])[C:11]#[CH:12].[Na]>C(OCC)C>[CH3:6][C:5]1([CH3:7])[CH2:3][CH:4]1[CH2:8][CH2:9][C:10]([CH3:14])([OH:13])[C:11]#[CH:12] |^1:15|. Reported procedure: Ammonia (54.5 ml) is placed in a reaction flask. A solution of 109.5 g (0.338 mol) of 5-(2',2'-dibromo-3',3'-dimethylcyclopropyl)-3-methyl-1-pentyn-3-ol dissolved in 415 ml of diethyl ether is added. Sodium (37.4 g, 1.662 mol) in small portions is added at -42° to -36° within 11/2 hours. The mixture is stirred for 13/4 h, the ammonia is evaporated and 830 ml of hexane are added dropwise. The mixture is then stirred for 30 minutes and 60 ml of ethanol are added dropwise. The mixture is then poure... The reactants are OC1=CC2=C(OC(=CO2)C(=O)N2CCN(CC2)C(C2=CC=C(C=C2)F)C2=CC=C(C=C2)F)C=C1 (6-hydroxy -2-{4-[bis-(4-fluorophenyl)methyl]piperazin-1-ylcarbonyl}-1,4-benzodioxin), C(C1=CN=CC=C1)(=O)Cl (nicotinoyl chloride), N1=CC=CC=C1 (pyridine). Solvent: ClC(C)Cl (dichloroethane). Product: C(C1=CN=CC=C1)(=O)OC1=CC2=C(OC(=CO2)C(=O)N2CCN(CC2)C(C2=CC=C(C=C2)F)C2=CC=C(C=C2)F)C=C1 (6-Nicotinoyloxy-2-{4-[bis-(4-fluorophenyl)methyl]piperazin-1-ylcarbonyl}-1,4-benzodioxin). The yield is 95.0%. Reaction SMILES: [OH:1][C:2]1[CH:34]=[CH:33][C:5]2[O:6][C:7]([C:10]([N:12]3[CH2:17][CH2:16][N:15]([CH:18]([C:26]4[CH:31]=[CH:30][C:29]([F:32])=[CH:28][CH:27]=4)[C:19]4[CH:24]=[CH:23][C:22]([F:25])=[CH:21][CH:20]=4)[CH2:14][CH2:13]3)=[O:11])=[CH:8][O:9][C:4]=2[CH:3]=1.[C:35](Cl)(=[O:42])[C:36]1[CH:41]=[CH:40][CH:39]=[N:38][CH:37]=1.N1C=CC=CC=1>ClC(Cl)C>[C:35]([O:1][C:2]1[CH:34]=[CH:33][C:5]2[O:6][C:7]([C:10]([N:12]3[CH2:13][CH2:14][N:15]([CH:18]([C:26]4[CH:31]=[CH:30][C:29]([F:32])=[CH:28][CH:27]=4)[C:19]4[CH:20]=[CH:21][C:22]([F:25])=[CH:23][CH:24]=4)[CH2:16][CH2:17]3)=[O:11])=[CH:8][O:9][C:4]=2[CH:3]=1)(=[O:42])[C:36]1[CH:41]=[CH:40][CH:39]=[N:38][CH:37]=1. Reported procedure: Heat at reflux for 8 hours, under a nitrogen atmosphere, a solution of 1.37 mmol of 6-hydroxy -2-{4-[bis-(4-fluorophenyl)methyl]piperazin-1-ylcarbonyl}-1,4-benzodioxin, 4.5 mmol of nicotinoyl chloride and 3.42 mmol of anhydrous pyridine in 25 cm3 of dichloroethane. After cooling, the reaction mixture is washed with a saturated aqueous solution of sodium hydrogen carbonate, dried over magnesium sulfate and then concentrated under reduced pressure. The crude product is then purified by chromatogra... Reactants: BrC1=C(SC(=C1)C)OC (3-bromo-2-methoxy-5-methylthiophene), B(OC(C)C)(OC(C)C)OC(C)C (triisopropyl borate), C(CCC)[Li] (n-Butyl lithium). Run in C1(=CC=CC=C1)C.C1CCOC1 (toluene THF). Conditions: temperature -70 celsius, time 40 minute. Yields the product COC=1SC(=CC1B(O)O)C ((2-methoxy-5-methyl-3-thienyl)boronic acid). As a reaction SMILES: Br[C:2]1[CH:6]=[C:5]([CH3:7])[S:4][C:3]=1[O:8][CH3:9].[B:10](OC(C)C)([O:15]C(C)C)[O:11]C(C)C.C([Li])CCC>C1(C)C=CC=CC=1.C1COCC1>[CH3:9][O:8][C:3]1[S:4][C:5]([CH3:7])=[CH:6][C:2]=1[B:10]([OH:15])[OH:11] |f:3.4|. Procedure: A stirred mixture of 3-bromo-2-methoxy-5-methylthiophene (Step B, 296 mg, 1.43 mmol) and triisopropyl borate (396 μL, 2.15 mmol) in toluene/THF (2.3/0.6 mL) was cooled to −70° C. under an atmosphere of N2. n-Butyl lithium (2.0M in pentane, 1.07 mL, 2.15 mmol) was added dropwise via a syringe pump over 1 h. The reaction stirred at −70° C. for 40 min more and was quenched with 2N HCl (2 mL) at −20° C. The reaction was partitioned between EtOAc (15 mL) and H2O (15 mL). The aqueous layer was extract... Reactants: C(C)(C)(C)OO (t-butyl hydroperoxide), C(C)(C)(C)OC(=O)N[C@@H](CC1CCCCC1)[C@H](CC=C)O (2(S)-t-Butyloxycarbonylamino-1-cyclohexyl-3(S)-hydroxyhex-5-ene). Product: C(C)(C)(C)OC(=O)N[C@@H](CC1CCCCC1)[C@H]([C@H](C=C)O)O (2(S)-t-Butyloxycarbonylamino-1-cyclohexyl-3(R),4(S)-dihydroxyhex-5-ene). RXN SMILES: C([O:5]O)(C)(C)C.[C:7]([O:11][C:12]([NH:14][C@H:15]([C@@H:23]([OH:27])[CH2:24][CH:25]=[CH2:26])[CH2:16][CH:17]1[CH2:22][CH2:21][CH2:20][CH2:19][CH2:18]1)=[O:13])([CH3:10])([CH3:9])[CH3:8]>>[C:7]([O:11][C:12]([NH:14][C@H:15]([C@@H:23]([OH:27])[C@@H:24]([OH:5])[CH:25]=[CH2:26])[CH2:16][CH:17]1[CH2:22][CH2:21][CH2:20][CH2:19][CH2:18]1)=[O:13])([CH3:9])([CH3:8])[CH3:10]. Procedure details: An allylic oxidation using stoichiometric SeO2 and t-butyl hydroperoxide (Umbriet, M. A. and Sharpless, K. B. J. Am. Chem. Soc. 1977, 99, 5526) was performed on the resultant product of Example 50 to give the desired product after silica gel chromatography. The reactants are Cc1csc2nc(S)n(C)c(=O)c12, CO, O=C(c1ccc(Cl)cc1)c1ccc(CBr)cc1, [Na+], [OH-], O. The product is Cc1csc2nc(SCc3ccc(C(=O)c4ccc(Cl)cc4)cc3)n(C)c(=O)c12. RXN SMILES: [CH3:1][n:2]1[c:3]([SH:13])[n:4][c:5]2[c:6]([c:7]1=[O:8])[c:9]([CH3:12])[cH:10][s:11]2.[CH3:33][OH:34].[Cl:16][c:17]1[cH:18][cH:19][c:20]([C:21](=[O:22])[c:23]2[cH:24][cH:25][c:26]([CH2:27][Br:28])[cH:29][cH:30]2)[cH:31][cH:32]1.[Na+:15].[OH-:14].[OH2:35]>>[CH3:1][n:2]1[c:3]([S:13][CH2:27][c:26]2[cH:25][cH:24][c:23]([C:21]([c:20]3[cH:19][cH:18][c:17]([Cl:16])[cH:32][cH:31]3)=[O:22])[cH:30][cH:29]2)[n:4][c:5]2[c:6]([c:7]1=[O:8])[c:9]([CH3:12])[cH:10][s:11]2. Starting materials: NC1=NNC(=C1C(=O)OCC)CC (ethyl 3-amino-5-ethyl-pyrazole-4-carboxylate), CN(C=CC(=O)C1=CC(=CC=C1)C(F)(F)F)C (3-dimethylamino-3'-(trifluoromethyl)acrylophenone). Product: C(C)C1=NN2C(N=CC=C2C=2C=C(C=CC2)C(F)(F)F)=C1C(=O)OCC (Ethyl 2-ethyl-7-(α,α,α-trifluoro-m-tolyl)pyrazolo[1,5-a]pyrimidine-3-carboxylate). As a reaction SMILES: [NH2:1][C:2]1[C:6]([C:7]([O:9][CH2:10][CH3:11])=[O:8])=[C:5]([CH2:12][CH3:13])[NH:4][N:3]=1.CN(C)[CH:16]=[CH:17][C:18]([C:20]1[CH:25]=[CH:24][CH:23]=[C:22]([C:26]([F:29])([F:28])[F:27])[CH:21]=1)=O>>[CH2:12]([C:5]1[C:6]([C:7]([O:9][CH2:10][CH3:11])=[O:8])=[C:2]2[N:1]=[CH:16][CH:17]=[C:18]([C:20]3[CH:21]=[C:22]([C:26]([F:27])([F:28])[F:29])[CH:23]=[CH:24][CH:25]=3)[N:3]2[N:4]=1)[CH3:13]. Procedure details: As for Example 1, ethyl 3-amino-5-ethyl-pyrazole-4-carboxylate is reacted with 3-dimethylamino-3'-(trifluoromethyl)acrylophenone to give the product as crystals, m.p. 142°-143° C.